From a dataset of the Open Reaction Database (ORD), a public repository of structured organic reaction records. describe an organic reaction: reactants, conditions, products, and yield The reactants are C(C)OC(CCCOC1=C(C(=CC=C1)CCCCCCOC=1C=C(C=C(C1)C(N(C)C)=O)C1=CC(=C(C=C1)F)F)CCC(=O)OCC)=O (4-{3-[6-(5-dimethylcarbamoyl-3′,4′-difluoro-biphenyl-3-yloxy)-hexyl]-2-(2-ethoxycarbonyl-ethyl)-phenoxy}-butyric acid ethyl ester), C(C)OC(CCCOC1=C(C(=CC=C1)CCCCCCOC1=CC(=CC(=C1)C(=O)N1CC(CC1)(F)F)Br)CCC(=O)OCC)=O (4-[3-{6-[3-bromo-5-(3,3-difluoro-pyrrolidine-1-carbonyl)-phenoxy]-hexyl}-2-(2-ethoxycarbonyl-ethyl)-phenoxy]-butyric acid ethyl ester), FC=1C=C(C=CC1)B(O)O (3-fluorophenylboronic acid), C([O-])([O-])=O.[Cs+].[Cs+] (cesium carbonate). Reagents/catalysts: C1=CC=C(C=C1)P([C-]2C=CC=C2)C3=CC=CC=C3.C1=CC=C(C=C1)P([C-]2C=CC=C2)C3=CC=CC=C3.Cl[Pd]Cl.[Fe+2] (PdCl2(dppf)). The solvent is COCCOC (1,2-dimethoxyethane). The product is C(C)OC(CCCOC1=C(C(=CC=C1)CCCCCCOC=1C=C(C=C(C1)C(=O)N1CC(CC1)(F)F)C1=CC(=CC=C1)F)CCC(=O)OCC)=O (4-[3-{6-[5-(3,3-difluoro-pyrrolidine-1-carbonyl)-3′-fluoro-biphenyl-3-yloxy]-hexyl}-2-(2-ethoxycarbonyl-ethyl)-phenoxy]-butyric acid ethyl ester). Yield: 97.0%. As a reaction SMILES: [CH2:1]([O:3][C:4](=[O:48])[CH2:5][CH2:6][CH2:7][O:8][C:9]1[CH:14]=[CH:13][CH:12]=[C:11]([CH2:15][CH2:16][CH2:17][CH2:18][CH2:19][CH2:20][O:21][C:22]2[CH:23]=[C:24]([C:33]3[CH:38]=[CH:37][C:36](F)=[C:35]([F:40])[CH:34]=3)[CH:25]=[C:26]([C:28](=[O:32])[N:29]([CH3:31])[CH3:30])[CH:27]=2)[C:10]=1[CH2:41][CH2:42][C:43]([O:45][CH2:46][CH3:47])=[O:44])[CH3:2].C(OC(=O)CCCOC1C=CC=C(CCCCCCOC2C=C(C(N3CC[C:80]([F:84])([F:83])[CH2:79]3)=O)C=C(Br)C=2)C=1CCC(OCC)=O)C.FC1C=C(B(O)O)C=CC=1.C(=O)([O-])[O-].[Cs+].[Cs+]>COCCOC.C1C=CC(P(C2C=CC=CC=2)[C-]2C=CC=C2)=CC=1.C1C=CC(P(C2C=CC=CC=2)[C-]2C=CC=C2)=CC=1.Cl[Pd]Cl.[Fe+2]>[CH2:1]([O:3][C:4](=[O:48])[CH2:5][CH2:6][CH2:7][O:8][C:9]1[CH:14]=[CH:13][CH:12]=[C:11]([CH2:15][CH2:16][CH2:17][CH2:18][CH2:19][CH2:20][O:21][C:22]2[CH:23]=[C:24]([C:33]3[CH:38]=[CH:37][CH:36]=[C:35]([F:40])[CH:34]=3)[CH:25]=[C:26]([C:28]([N:29]3[CH2:31][CH2:79][C:80]([F:84])([F:83])[CH2:30]3)=[O:32])[CH:27]=2)[C:10]=1[CH2:41][CH2:42][C:43]([O:45][CH2:46][CH3:47])=[O:44])[CH3:2] |f:3.4.5,7.8.9.10|. Procedure: The title compound was prepared by the same method as 4-{3-[6-(5-dimethylcarbamoyl-3′,4′-difluoro-biphenyl-3-yloxy)-hexyl]-2-(2-ethoxycarbonyl-ethyl)-phenoxy}-butyric acid ethyl ester starting from 4-[3-{6-[3-bromo-5-(3,3-difluoro-pyrrolidine-1-carbonyl)-phenoxy]-hexyl}-2-(2-ethoxycarbonyl-ethyl)-phenoxy]-butyric acid ethyl ester (112 mg, 0.16 mmol), 3-fluorophenylboronic acid (45.23 mg, 0.32 mmol), PdCl2(dppf) (17.63 mg, 0.024 mmol) and cesium carbonate (105.6 mg, 0.32 mmol) in 1,2-dimethoxyeth... Starting materials: Cl, [Na+], O=C([O-])O, Cc1cc([N+](=O)[O-])c(C)cc1Oc1ccccc1, C1COCCO1, Cl[Sn](Cl)(Cl)Cl. The product is Cc1cc(Oc2ccccc2)c(C)cc1N. Reaction SMILES: [ClH:35].[Na+:28].[O-:24][C:25]([OH:26])=[O:27].[O:1]([c:2]1[cH:3][cH:4][cH:5][cH:6][cH:7]1)[c:8]1[cH:9][c:10]([CH3:18])[c:11]([N+:15]([O-:16])=[O:17])[cH:12][c:13]1[CH3:14].[O:29]1[CH2:30][CH2:31][O:32][CH2:33][CH2:34]1.[Sn:19]([Cl:20])([Cl:21])([Cl:22])[Cl:23]>>[O:1]([c:2]1[cH:3][cH:4][cH:5][cH:6][cH:7]1)[c:8]1[cH:9][c:10]([CH3:18])[c:11]([NH2:15])[cH:12][c:13]1[CH3:14]. The reactants are C(#N)[BH3-].[Na+] (sodium cyanoborohydride), C=O (formaldehyde), C(#N)[BH3-].[Na+] (sodium cyanoborohydride), [NH4+].[Cl-] (NH4Cl), C(C1=CC=CC=C1)OC1=CC=2CC[C@H]3[C@@H]4CCC([C@@]4(C)CC[C@@H]3C2C=C1N)=O (3-Benzyloxy-2-aminoestra-1,3,5(10)-trien-17-one). Solvent: C1CCOC1 (THF), CC#N (CH3CN). Conditions: time 2 hour. Yields the product C(C1=CC=CC=C1)OC1=CC=2CC[C@H]3[C@@H]4CCC([C@@]4(C)CC[C@@H]3C2C=C1N(C)C)=O (3-Benzyloxy-2-dimethylaminoestra-1,3,5(10)-trien-17-one). The yield is 99.0%. Reaction SMILES: [CH2:1]([O:8][C:9]1[C:26](N)=[CH:25][C:24]2[C@@H:23]3[C@H:14]([C@H:15]4[C@@:19]([CH2:21][CH2:22]3)([CH3:20])[C:18](=[O:28])[CH2:17][CH2:16]4)[CH2:13][CH2:12][C:11]=2[CH:10]=1)[C:2]1[CH:7]=[CH:6][CH:5]=[CH:4][CH:3]=1.[CH2:29]=O.[C:31]([BH3-])#[N:32].[Na+].[NH4+].[Cl-]>C1COCC1.CC#N>[CH2:1]([O:8][C:9]1[C:26]([N:32]([CH3:31])[CH3:29])=[CH:25][C:24]2[C@@H:23]3[C@H:14]([C@H:15]4[C@@:19]([CH2:21][CH2:22]3)([CH3:20])[C:18](=[O:28])[CH2:17][CH2:16]4)[CH2:13][CH2:12][C:11]=2[CH:10]=1)[C:2]1[CH:7]=[CH:6][CH:5]=[CH:4][CH:3]=1 |f:2.3,4.5|. Procedure details: To a suspension of 3-benzyloxy-2-aminoestra-1,3,5(10)-trien-17-one (80, 0.751 g, 2.0 mmol) in THF (2.0 mL) and CH3CN (10 mL) were added 37% aqueous formaldehyde (4.0 mL) and sodium cyanoborohydride (0.377 g, 6.0 mmol) and stirred for 2 h at room temperature. Additional sodium cyanoborohydride (0.377 g, 6.0 mmol) was then added to the reaction mixture, which mixture was then stirred for 20 h. Next, saturated aqueous NH4Cl at 0° C., was added to the reaction mixture, and it was then extracted with... Starting materials: CCC1NCCCS1, CCCCCC, S=C=Nc1cccc(Cl)c1, c1ccccc1. The product is CCC1SCCCN1C(=S)Nc1cccc(Cl)c1. As a reaction SMILES: [CH2:1]([CH3:2])[CH:3]1[S:4][CH2:5][CH2:6][CH2:7][NH:8]1.[CH3:25][CH2:26][CH2:27][CH2:28][CH2:29][CH3:30].[Cl:9][c:10]1[cH:11][c:12]([N:16]=[C:17]=[S:18])[cH:13][cH:14][cH:15]1.[cH:19]1[cH:20][cH:21][cH:22][cH:23][cH:24]1>>[CH2:1]([CH3:2])[CH:3]1[S:4][CH2:5][CH2:6][CH2:7][N:8]1[C:17]([NH:16][c:12]1[cH:11][c:10]([Cl:9])[cH:15][cH:14][cH:13]1)=[S:18]. The product is ClC(=CC1(OC2=C(C(=C(C(=C2CC1)C)O)C)C)C)Cl (2-(2,2-Dichloro-vinyl)-2,5,7,8-tetramethyl-chroman-6-ol). Reactants: ClC(=CC1(OC2=C(C(=C(C(=C2CC1)C)OCOC)C)C)C)Cl (2-(2,2-dichloro-vinyl)-6-methoxymethoxy-2,5,7,8-tetramethyl-chroman). Procedure: A solution 160 mg of 2-(2,2-dichloro-vinyl)-6-methoxymethoxy-2,5,7,8-tetramethyl-chroman in 5 ml of methanol and 0.1 ml of conc. HCl was stirred overnight. The methanol was removed and the residue was mixed with ethyl acetate and water. Regular work-up and flash column chromatography on silica gel (15% ethyl acetate in hexane) afforded 70 mg of 2-(2,2-Dichloro-vinyl)-2,5,7,8-tetramethyl-chroman-6-ol. NMR (1H, CDCl3): 6.01 (1H, s), 4.26 (1H, s), 2.63 (2H, m), 2.48 (1H, m), 2.19 (3H, s), 2.16 (3H,... Yield: 50.1%. Solvent: CO (methanol), Cl (HCl). RXN SMILES: [Cl:1][C:2]([Cl:22])=[CH:3][C:4]1([CH3:21])[CH2:13][CH2:12][C:11]2[C:6](=[C:7]([CH3:20])[C:8]([CH3:19])=[C:9]([O:15]COC)[C:10]=2[CH3:14])[O:5]1>CO.Cl>[Cl:22][C:2]([Cl:1])=[CH:3][C:4]1([CH3:21])[CH2:13][CH2:12][C:11]2[C:6](=[C:7]([CH3:20])[C:8]([CH3:19])=[C:9]([OH:15])[C:10]=2[CH3:14])[O:5]1. Starting materials: ice water, [NH4+].[OH-] (NH4OH), C(C)N1N=CC=C1NC=1C(C(=O)O)=CC=C(C1)[N+](=O)[O-] (N-(1-ethylpyrazol-5-yl) -4-nitroanthranilic acid), O=P(Cl)(Cl)Cl (POCl3). Yields the product C(C)N1N=CC=2C1=NC1=CC(=CC=C1C2Cl)[N+](=O)[O-] (1-ethyl-4-chloro-7-nitro-1H-pyrazolo[3,4-b]quinoline). Yield: 82.0%. RXN SMILES: [CH2:1]([N:3]1[C:7]([NH:8][C:9]2[C:10](=[CH:14][CH:15]=[C:16]([N+:18]([O-:20])=[O:19])[CH:17]=2)[C:11](O)=O)=[CH:6][CH:5]=[N:4]1)[CH3:2].[NH4+].[OH-].O=P(Cl)(Cl)[Cl:25]>>[CH2:1]([N:3]1[C:7]2=[N:8][C:9]3[C:10]([C:11]([Cl:25])=[C:6]2[CH:5]=[N:4]1)=[CH:14][CH:15]=[C:16]([N+:18]([O-:20])=[O:19])[CH:17]=3)[CH3:2] |f:1.2|. Procedure details: A mixture of N-(1-ethylpyrazol-5-yl) -4-nitroanthranilic acid (3.4 g, 12.32 mmol) and POCl3 (20 ml) was refluxed for 8 hours. The reaction mixture was poured into ice-water, neutralized with concentrated NH4OH and the resulting solid was collected by filtration, washed with water and dried to afford 2.8 g (82%) of 1-ethyl-4-chloro-7-nitro-1H-pyrazolo[3,4-b]quinoline. Starting materials: CC(C)(C)OC(=O)c1ccc(CNS(=O)(=O)c2ccccc2[N+](=O)[O-])cc1, COc1ccc(CNS(=O)(=O)c2ccccc2[N+](=O)[O-])cc1. Yields the product COc1ccc(CNS(=O)(=O)c2ccccc2N)cc1. As a reaction SMILES: [C:1]([O:2][C:3](=[O:4])[c:5]1[cH:6][cH:7][c:8]([CH2:9][NH:10][S:11]([c:12]2[cH:13][cH:14][cH:15][cH:16][c:17]2[N+:18]([O-:19])=[O:20])(=[O:21])=[O:22])[cH:23][cH:24]1)([CH3:25])([CH3:26])[CH3:27].[CH3:28][O:29][c:30]1[cH:31][cH:32][c:33]([CH2:34][NH:35][S:36](=[O:37])(=[O:38])[c:39]2[c:40]([N+:45]([O-:46])=[O:47])[cH:41][cH:42][cH:43][cH:44]2)[cH:48][cH:49]1>>[CH3:28][O:29][c:30]1[cH:31][cH:32][c:33]([CH2:34][NH:35][S:36](=[O:37])(=[O:38])[c:39]2[c:40]([NH2:45])[cH:41][cH:42][cH:43][cH:44]2)[cH:48][cH:49]1.